From a dataset of the Open Reaction Database (ORD), a public repository of structured organic reaction records. describe an organic reaction: reactants, conditions, products, and yield Isolated yield 64.8%. Conditions: time 20 minute. Starting materials: NCCC1=CC=C(CC=2C(=CC(=C(C2)[C@H]2[C@H](OCC3=CC=CC=C3)[C@@H](OCC3=CC=CC=C3)[C@H](OCC3=CC=CC=C3)[C@H](O2)COCC2=CC=CC=C2)OCC2=CC=CC=C2)C)C=C1 ((1S)-1-[5-[4-(2-aminoethyl)benzyl]-2-(benzyloxy)-4-methylphenyl]-1,5-anhydro-2,3,4,6-tetra-O-benzyl-D-glucitol), ClC(=O)OC1=CC=C(C=C1)[N+](=O)[O-] (4-nitrophenyl chloroformate), N1=CC=CC=C1 (pyridine), NC(CO)(C)C (2-amino-2-methyl-1-propanol). RXN SMILES: Cl[C:2](OC1C=CC([N+]([O-])=O)=CC=1)=[O:3].N1C=CC=CC=1.[NH2:20][CH2:21][CH2:22][C:23]1[CH:83]=[CH:82][C:26]([CH2:27][C:28]2[C:29]([CH3:81])=[CH:30][C:31]([O:73][CH2:74][C:75]3[CH:80]=[CH:79][CH:78]=[CH:77][CH:76]=3)=[C:32]([C@@H:34]3[O:63][C@H:62]([CH2:64][O:65][CH2:66][C:67]4[CH:72]=[CH:71][CH:70]=[CH:69][CH:68]=4)[C@@H:53]([O:54][CH2:55][C:56]4[CH:61]=[CH:60][CH:59]=[CH:58][CH:57]=4)[C@H:44]([O:45][CH2:46][C:47]4[CH:52]=[CH:51][CH:50]=[CH:49][CH:48]=4)[C@H:35]3[O:36][CH2:37][C:38]3[CH:43]=[CH:42][CH:41]=[CH:40][CH:39]=3)[CH:33]=2)=[CH:25][CH:24]=1.[NH2:84][C:85]([CH3:89])([CH3:88])[CH2:86][OH:87]>O.CS(C)=O.C(Cl)(Cl)Cl>[CH2:37]([O:36][C@@H:35]1[C@@H:44]([O:45][CH2:46][C:47]2[CH:52]=[CH:51][CH:50]=[CH:49][CH:48]=2)[C@H:53]([O:54][CH2:55][C:56]2[CH:61]=[CH:60][CH:59]=[CH:58][CH:57]=2)[C@@H:62]([CH2:64][O:65][CH2:66][C:67]2[CH:68]=[CH:69][CH:70]=[CH:71][CH:72]=2)[O:63][C@H:34]1[C:32]1[CH:33]=[C:28]([CH2:27][C:26]2[CH:82]=[CH:83][C:23]([CH2:22][CH2:21][NH:20][C:2]([NH:84][C:85]([CH3:89])([CH3:88])[CH2:86][OH:87])=[O:3])=[CH:24][CH:25]=2)[C:29]([CH3:81])=[CH:30][C:31]=1[O:73][CH2:74][C:75]1[CH:80]=[CH:79][CH:78]=[CH:77][CH:76]=1)[C:38]1[CH:39]=[CH:40][CH:41]=[CH:42][CH:43]=1. Reported procedure: To a chloroform solution (3 mL) of 4-nitrophenyl chloroformate (0.177 g, 0.879 mmol) and pyridine (0.071 mL, 0.88 mmol), which was cooled in ice, was added dropwise a chloroform solution (3 mL) of (1S)-1-[5-[4-(2-aminoethyl)benzyl]-2-(benzyloxy)-4-methylphenyl]-1,5-anhydro-2,3,4,6-tetra-O-benzyl-D-glucitol (0.250 g, 0.293 mmol), and the mixture was stirred for 20 minutes at room temperature. After that, a chloroform solution (3 mL) of 2-amino-2-methyl-1-propanol (0.209 g, 2.344 mmol) and dimethy... Solvent: C(Cl)(Cl)Cl (chloroform), C(Cl)(Cl)Cl (chloroform), O (water), CS(=O)C (dimethyl sulfoxide), C(Cl)(Cl)Cl (chloroform). Yields the product C(C1=CC=CC=C1)O[C@H]1[C@@H](O[C@@H]([C@H]([C@@H]1OCC1=CC=CC=C1)OCC1=CC=CC=C1)COCC1=CC=CC=C1)C1=C(C=C(C(=C1)CC1=CC=C(C=C1)CCNC(=O)NC(CO)(C)C)C)OCC1=CC=CC=C1 ((1S)-1,5-anhydro-2,3,4,6-tetra-O-benzyl-1-[2-(benzyloxy)-5-[4-[2-[[[(2-hydroxy-1,1-dimethylethyl)amino]carbonyl]amino]ethyl]benzyl]-4-methylphenyl]-D-glucitol). Starting materials: CC(C)(C)OC(=O)N(C)CC(=O)O (Boc-sar-OH), N,N-dimethylaminopyridine, OC[C@H]1CN(C(O1)=O)C1=CC=C2C=C(NC(C2=C1)=O)C1=C(C=CC=C1)C(F)(F)F (7-((R)-5-hydroxymethyl-2-oxooxazolidin-3-yl)-3-(2-trifluoromethylphenyl)-2H-isoquinolin-1-one). Solvent: C(Cl)Cl (methylene chloride). Conditions: time 15 hour. The product is O=C1O[C@H](CN1C1=CC=C2C=C(NC(C2=C1)=O)C1=C(C=CC=C1)C(F)(F)F)COC(CN(C)C(=O)OC(C)(C)C)=O (N-tert-butoxycarbonyl-N-methylaminoacetic acid (R)-2-oxo-3-[1-oxo-3-(2-trifluoromethylphenyl)-1,2-dihydroisoquinolin-7-yl]oxazolidin-5-ylmethyl ester). The yield is 100.0%. As a reaction SMILES: [OH:1][CH2:2][C@@H:3]1[O:7][C:6](=[O:8])[N:5]([C:9]2[CH:18]=[C:17]3[C:12]([CH:13]=[C:14]([C:20]4[CH:25]=[CH:24][CH:23]=[CH:22][C:21]=4[C:26]([F:29])([F:28])[F:27])[NH:15][C:16]3=[O:19])=[CH:11][CH:10]=2)[CH2:4]1.[CH3:30][C:31]([O:34][C:35]([N:37]([CH2:39][C:40](O)=[O:41])[CH3:38])=[O:36])([CH3:33])[CH3:32]>C(Cl)Cl>[O:8]=[C:6]1[N:5]([C:9]2[CH:18]=[C:17]3[C:12]([CH:13]=[C:14]([C:20]4[CH:25]=[CH:24][CH:23]=[CH:22][C:21]=4[C:26]([F:28])([F:27])[F:29])[NH:15][C:16]3=[O:19])=[CH:11][CH:10]=2)[CH2:4][C@H:3]([CH2:2][O:1][C:40](=[O:41])[CH2:39][N:37]([C:35]([O:34][C:31]([CH3:32])([CH3:30])[CH3:33])=[O:36])[CH3:38])[O:7]1. Procedure details: The 7-((R)-5-hydroxymethyl-2-oxooxazolidin-3-yl)-3-(2-trifluoromethylphenyl)-2H-isoquinolin-1-one (800 mg, 1.98 mmol) obtained in step B of Example 1-14 was dissolved in methylene chloride (10 ml). Thereafter, Boc-sar-OH (449 mg, 2.37 mmol), N,N-dimethylaminopyridine (73 mg, 0.59 mmol), and WSCI (493 mg, 2.57 mmol) were added at 0° C. to the solution. The obtained mixture was stirred at a room temperature for 15 hours. Thereafter, the reaction mixture was concentrated under reduced pressure, and... Reactants: C(C)(C)(C)OC(NC1(CCC1)C1=CC=C(C=C1)C1=NC=2CCC3=C(C2C=C1C1=CC=CC=C1)N=C(N3O)C)=O (tert-butyl(1-(4-(3-hydroxy-2-methyl-8-phenyl-4,5-dihydro-3H-imidazo[4,5-f]quinolin-7-yl)phenyl)cyclobutyl)carbamate), P(OCC)(OCC)OCC (triethyl phosphite). The solvent is O (water), CN(C)C=O (DMF). Reaction conditions: temperature 100 celsius. The product is C(C)(C)(C)OC(NC1(CCC1)C1=CC=C(C=C1)C1=NC=2CCC3=C(C2C=C1C1=CC=CC=C1)N=C(N3)C)=O (tert-butyl(1-(4-(2-methyl-8-phenyl-4,5-dihydro-3H-imidazo[4,5-f]quinolin-7-yl)phenyl)cyclobutyl)carbamate). Yield: 37.4%. As a reaction SMILES: [C:1]([O:5][C:6](=[O:39])[NH:7][C:8]1([C:12]2[CH:17]=[CH:16][C:15]([C:18]3[C:27]([C:28]4[CH:33]=[CH:32][CH:31]=[CH:30][CH:29]=4)=[CH:26][C:25]4[C:24]5[N:34]=[C:35]([CH3:38])[N:36](O)[C:23]=5[CH2:22][CH2:21][C:20]=4[N:19]=3)=[CH:14][CH:13]=2)[CH2:11][CH2:10][CH2:9]1)([CH3:4])([CH3:3])[CH3:2].P(OCC)(OCC)OCC>CN(C=O)C.O>[C:1]([O:5][C:6](=[O:39])[NH:7][C:8]1([C:12]2[CH:13]=[CH:14][C:15]([C:18]3[C:27]([C:28]4[CH:29]=[CH:30][CH:31]=[CH:32][CH:33]=4)=[CH:26][C:25]4[C:24]5[N:34]=[C:35]([CH3:38])[NH:36][C:23]=5[CH2:22][CH2:21][C:20]=4[N:19]=3)=[CH:16][CH:17]=2)[CH2:9][CH2:10][CH2:11]1)([CH3:4])([CH3:3])[CH3:2]. Reported procedure: To a solution of tert-butyl(1-(4-(3-hydroxy-2-methyl-8-phenyl-4,5-dihydro-3H-imidazo[4,5-f]quinolin-7-yl)phenyl)cyclobutyl)carbamate (276 mg, 0.528 mmol) in anhydrous DMF (1.4 mL) was added triethyl phosphite (181 μl, 1.056 mmol) and heated to 100° C. under a nitrogen atmosphere overnight. The reaction mixture was allowed to cool to room temperature, diluted with 50:50 water:brine (10 mL) and extracted into ethyl acetate (3×5 mL). The combined organic phases were washed with 50:50 water:brine (2... Starting materials: COC1CN(c2ccc(I)c(Cc3ccccc3)n2)CC1O, [Li]CCCC, CCCCCC, CN1CCC(=O)CC1, CCOCC. Product: COC1CN(c2ccc(C3(O)CCN(C)CC3)c(Cc3ccccc3)n2)CC1O. As a reaction SMILES: [CH2:1]([c:2]1[cH:3][cH:4][cH:5][cH:6][cH:7]1)[c:8]1[n:9][c:10]([N:15]2[CH2:16][CH:17]([OH:22])[CH:18]([O:20][CH3:21])[CH2:19]2)[cH:11][cH:12][c:13]1[I:14].[CH2:29]([Li:30])[CH2:31][CH2:32][CH3:33].[CH3:23][CH2:24][CH2:25][CH2:26][CH2:27][CH3:28].[CH3:34][N:35]1[CH2:36][CH2:37][C:38](=[O:41])[CH2:39][CH2:40]1.[CH3:42][CH2:43][O:44][CH2:45][CH3:46]>>[CH2:1]([c:2]1[cH:3][cH:4][cH:5][cH:6][cH:7]1)[c:8]1[n:9][c:10]([N:15]2[CH2:16][CH:17]([OH:22])[CH:18]([O:20][CH3:21])[CH2:19]2)[cH:11][cH:12][c:13]1[C:38]1([OH:41])[CH2:37][CH2:36][N:35]([CH3:34])[CH2:40][CH2:39]1. Reactants: CSC1=C(C=C(S1)C(=O)OC)C(NC(C=O)C1=CC=CC=C1)=O (methyl 5-methylthio-4-[N-(2-oxo-1-phenylethyl)carbamoyl]thiophene-2-carboxylate), P(=O)(Cl)(Cl)Cl (phosphorus oxychloride), C(=O)(O)[O-].[Na+] (NaHCO3). Solvent: CN(C)C=O (DMF). Conditions: time 14 hour. Yields the product CSC1=C(C=C(S1)C(=O)OC)C=1OC=C(N1)C1=CC=CC=C1 (Methyl 5-methylthio-4-(4-phenyl(1,3-oxazol-2-yl))thiophene-2-carboxylate). The yield is 25.9%. RXN SMILES: [CH3:1][S:2][C:3]1[S:7][C:6]([C:8]([O:10][CH3:11])=[O:9])=[CH:5][C:4]=1[C:12](=[O:23])[NH:13][CH:14]([C:17]1[CH:22]=[CH:21][CH:20]=[CH:19][CH:18]=1)[CH:15]=O.P(Cl)(Cl)(Cl)=O.C([O-])(O)=O.[Na+]>CN(C=O)C>[CH3:1][S:2][C:3]1[S:7][C:6]([C:8]([O:10][CH3:11])=[O:9])=[CH:5][C:4]=1[C:12]1[O:23][CH:15]=[C:14]([C:17]2[CH:18]=[CH:19][CH:20]=[CH:21][CH:22]=2)[N:13]=1 |f:2.3|. Procedure: To a cooled (0° C.) solution of 465 mg (1.33 mmol) methyl 5-methylthio-4-[N-(2-oxo-1-phenylethyl)carbamoyl]thiophene-2-carboxylate (as prepared in the previous step) in 6 mL of anhyd DMF was added 186 μL (2.00 mmol) of phosphorus oxychloride. After stirring for 14 h at room temperature, the mixture was treated with 10 mL of saturated NaHCO3 and concentrated to dryness under high vacuum. The resulting residue was partitioned between 80 mL of EtOAc and 60 mL of water. The aqueous layer was extract...